Dataset: the Open Reaction Database (ORD), a public repository of structured organic reaction records. Task: describe an organic reaction: reactants, conditions, products, and yield Reactants: BrC=1OC(OC1CC)=O (4-bromo-methyl-5-methyl-1,3-dioxolene-2-one), C(=O)NC1[C@@H]2N(C(=C(CS2)CSN2C=NSC2)C(=O)O)C1=O (7-formamido-3-(1,2,4-thiadiazol-4-yl)thiomethyl-3-cephem-4-carboxylic acid), KHCO3, C1C(C)O1 (propylene oxide), Cl (HCl). Run in CN(C)C=O (DMF), CCOC(=O)C (EtOAc). Reaction conditions: temperature 5 celsius, time 5 hour. The product is C(=O)NC1[C@@H]2N(C(=C(CS2)CSN2C=NSC2)C(=O)OCC=2OC(OC2C)=O)C1=O ((5-Methyl-2-oxo-1,3-dioxolen-4-yl)methyl 7-formamido-3-(1,2,4-thiadiazol-4-yl)thiomethyl-3-cephem-4-carboxylate). RXN SMILES: [CH:1]([NH:3][CH:4]1[C:21](=[O:22])[N:6]2[C:7]([C:18]([OH:20])=[O:19])=[C:8]([CH2:11][S:12][N:13]3[CH2:17][S:16][N:15]=[CH:14]3)[CH2:9][S:10][C@H:5]12)=[O:2].[CH2:23]1OC1C.Br[C:28]1[O:29][C:30](=[O:35])[O:31][C:32]=1[CH2:33]C.Cl>CN(C=O)C.CCOC(C)=O>[CH:1]([NH:3][CH:4]1[C:21](=[O:22])[N:6]2[C:7]([C:18]([O:20][CH2:23][C:28]3[O:29][C:30](=[O:35])[O:31][C:32]=3[CH3:33])=[O:19])=[C:8]([CH2:11][S:12][N:13]3[CH2:17][S:16][N:15]=[CH:14]3)[CH2:9][S:10][C@H:5]12)=[O:2]. Reported procedure: A suspension of 7-formamido-3-(1,2,4-thiadiazol-4-yl)thiomethyl-3-cephem-4-carboxylic acid (1.07 g, 3 mmole), KHCO3 (1.0 g, 10 mmole) and propylene oxide (1 ml) in DMF (5 ml) was cooled to 5° C. and treated with 4-bromo-methyl-5-methyl-1,3-dioxolene-2-one (0.87 g, 4.5 mmole). After stirring at 5° C. for 5 hr, the reaction mixture was poured into a mixture of aq HCl (pH 3) (70 ml) and EtOAc (250 ml). The EtOAc layer was separated and washed successively with aq HCl (pH 3) (70 ml×2), 10% K2HPO4 bu... The reactants are C(C)(C)(C)N=C=O (t-butyl isocyanate), diamine, [N-]=C=O (isocyanate), NC1=C2C(=NCN1C1=CC(=CC=C1)N)OC=C2 (4-Amino-3-(3-aminophenyl)furo[2,3-d]pyrimidine). Yields the product NC1=C2C(=NCN1C1=CC(=CC=C1)NC(=O)NC(C)(C)C)OC=C2 (4-Amino-3-(3-((tert-butyl)aminocarbonylamino)phenyl)furo[2,3-d]pyrimidine). RXN SMILES: [C:1]([N:5]=[C:6]=[O:7])([CH3:4])([CH3:3])[CH3:2].[N-]=C=O.[NH2:11][C:12]1[N:17]([C:18]2[CH:23]=[CH:22][CH:21]=[C:20]([NH2:24])[CH:19]=2)[CH2:16][N:15]=[C:14]2[O:25][CH:26]=[CH:27][C:13]=12>>[NH2:11][C:12]1[N:17]([C:18]2[CH:23]=[CH:22][CH:21]=[C:20]([NH:24][C:6]([NH:5][C:1]([CH3:4])([CH3:3])[CH3:2])=[O:7])[CH:19]=2)[CH2:16][N:15]=[C:14]2[O:25][CH:26]=[CH:27][C:13]=12. Procedure details: The compound was prepared following the procedure described in Example 232(b), using t-butyl isocyanate as the isocyanate of choice, and 4-Amino-3-(3-aminophenyl)furo[2,3-d]pyrimidine (10) as the diamine of choice. MS(ES) m/e 326 [M+H]+. The reactants are CSC(=N)N[N+](=O)[O-], CC#N, CN(C)Cc1ccc2cc(CSCCN)oc2c1. The product is CN(C)Cc1ccc2cc(CSCCNC(=N)N[N+](=O)[O-])oc2c1. As a reaction SMILES: [CH3:19][S:20][C:21]([NH:22][N+:23](=[O:24])[O-:25])=[NH:26].[CH3:27][C:28]#[N:29].[NH2:1][CH2:2][CH2:3][S:4][CH2:5][c:6]1[o:7][c:8]2[c:9]([cH:10]1)[cH:11][cH:12][c:13]([CH2:15][N:16]([CH3:17])[CH3:18])[cH:14]2>>[NH:1]([CH2:2][CH2:3][S:4][CH2:5][c:6]1[o:7][c:8]2[c:9]([cH:10]1)[cH:11][cH:12][c:13]([CH2:15][N:16]([CH3:17])[CH3:18])[cH:14]2)[C:21]([NH:22][N+:23](=[O:24])[O-:25])=[NH:26].